From a dataset of the Open Reaction Database (ORD), a public repository of structured organic reaction records. describe an organic reaction: reactants, conditions, products, and yield The reactants are [I-].[Na+] (sodium iodide), C([O-])([O-])=O.[K+].[K+] (potassium carbonate), C(O)CN (ethanolamine), ClCCOC1=CC=CC=2N3C4=C(C=CC=C4C12)OCC3C3=CC=CC=C3 (7-(2-chloroethoxy)-1-phenyl-1,2-dihydro[1,4]oxazino[2,3,4-jk]carbazole). Solvent: CN(C)C=O (DMF). Conditions: temperature 85 celsius, time 5 hour. Product: C1(=CC=CC=C1)C1COC=2C=CC=C3C=4C(=CC=CC4N1C23)OCCNCCO (2-({2-[(1-phenyl-1,2-dihydro[1,4]oxazino[2,3,4-jk]carbazol-7-yl)oxy]ethyl}amino)-1-ethanol). The yield is 42.2%. As a reaction SMILES: Cl[CH2:2][CH2:3][O:4][C:5]1[C:17]2[C:16]3[C:11]4=[C:12]([O:18][CH2:19][CH:20]([C:21]5[CH:26]=[CH:25][CH:24]=[CH:23][CH:22]=5)[N:10]4[C:9]=2[CH:8]=[CH:7][CH:6]=1)[CH:13]=[CH:14][CH:15]=3.[I-].[Na+].C(=O)([O-])[O-].[K+].[K+].[CH2:35]([CH2:37][NH2:38])[OH:36]>CN(C=O)C>[C:21]1([CH:20]2[N:10]3[C:11]4[C:16]([C:17]5[C:5]([O:4][CH2:3][CH2:2][NH:38][CH2:37][CH2:35][OH:36])=[CH:6][CH:7]=[CH:8][C:9]=53)=[CH:15][CH:14]=[CH:13][C:12]=4[O:18][CH2:19]2)[CH:26]=[CH:25][CH:24]=[CH:23][CH:22]=1 |f:1.2,3.4.5|. Procedure: To a mixture of 7-(2-chloroethoxy)-1-phenyl-1,2-dihydro[1,4]oxazino[2,3,4-jk]carbazole (0.273 g, 0.751 mmol) in dry DMF (10 mL) is added sodium iodide (0.113 g, 0.751 mmol), potassium carbonate (0.207 g, 1.5 mmol), and ethanolamine (0.046 g, 0.751 mmol). The mixture is heated at 85° C. for 17 h. The temperature is then increased to 90° C. and the mixture is allowed to stir for another 5 h. The mixture is then cooled to room temperature and partitioned between water and ether. The organic layer i... Starting materials: FC([C@H](O)C=1C2=CC=CC=C2C=C2C=CC=CC12)(F)F ((R)-(+)-2,2,2-trifluoro-1-(9-anthryl)ethanol), CC(C)(C)OC (MTBE), O (water), CC(C(=O)OC(C(C)C)OC(=S)C)C (2-Methyl-1-methylthiocarbonyloxypropyl 2-methylpropanoate). Solvent: C(CO)O (methoxypolyethylene glycol). Reaction conditions: time 5 hour. Yields the product CC(C(=O)O[C@H](C(C)C)OC(=S)C)C ((1S)-2-Methyl-1-methylthiocarbonyloxypropyl 2-methylpropanoate). Isolated yield 70.0%. Reaction SMILES: CC(OC)(C)C.O.[CH3:8][CH:9]([CH3:21])[C:10]([O:12][CH:13]([O:17][C:18]([CH3:20])=[S:19])[CH:14]([CH3:16])[CH3:15])=[O:11].FC(F)(F)[C@@H](C1C2C(C=C3C=1C=CC=C3)=CC=CC=2)O>C(O)CO>[CH3:8][CH:9]([CH3:21])[C:10]([O:12][C@@H:13]([O:17][C:18]([CH3:20])=[S:19])[CH:14]([CH3:15])[CH3:16])=[O:11]. Reported procedure: A mixture of MTBE (990 mL) and water (10 mL) was stirred for 5 h until a clear solution was obtained. To this solution was added 2-methyl-1-methylthiocarbonyloxypropyl 2-methylpropanoate (2b) (50 g), prepared as described in Gallop et al., U.S. Pat. No. 7,227,028, and a non-covalent complex of porcine liver esterase (PLE), with methoxypolyethylene glycol (mPEG) (5 wt %, 75 g) prepared according to the method described by Heiss and Gais, Tetrahedron Lett., 1995, 36, 3833-3836; and Rupport and Gai... Starting materials: CC1(OC[C@@](N1C(=O)OC(C)(C)C)(C(NCC(=O)C1=CC(=C(C=C1)OCCCCCCCC)C(F)(F)F)=O)C)C ((R)-tert-Butyl 2,2,4-trimethyl-4-(2-(4-(octyloxy)-3-(trifluoromethyl)phenyl)-2-oxoethylcarbamoyl)oxazolidine-3-carboxylate), alcohol, S1C=NC=C1 (thiazole). The product is CC1(OC[C@@](N1C(=O)OC(C)(C)C)(C=1SC(=CN1)C1=CC(=C(C=C1)OCCCCCCCC)C(F)(F)F)C)C ((R)-tert-Butyl 2,2,4-trimethyl-4-(5-(4-(octyloxy)-3-(trifluoromethyl)phenyl)thiazol-2-yl)oxazolidine-3-carboxylate). Reaction SMILES: [CH3:1][C:2]1([CH3:40])[N:6]([C:7]([O:9][C:10]([CH3:13])([CH3:12])[CH3:11])=[O:8])[C@@:5]([CH3:39])([C:14](=O)[NH:15][CH2:16][C:17]([C:19]2[CH:24]=[CH:23][C:22]([O:25][CH2:26][CH2:27][CH2:28][CH2:29][CH2:30][CH2:31][CH2:32][CH3:33])=[C:21]([C:34]([F:37])([F:36])[F:35])[CH:20]=2)=O)[CH2:4][O:3]1.[S:41]1C=CN=C1>>[CH3:1][C:2]1([CH3:40])[N:6]([C:7]([O:9][C:10]([CH3:13])([CH3:12])[CH3:11])=[O:8])[C@@:5]([CH3:39])([C:14]2[S:41][C:17]([C:19]3[CH:24]=[CH:23][C:22]([O:25][CH2:26][CH2:27][CH2:28][CH2:29][CH2:30][CH2:31][CH2:32][CH3:33])=[C:21]([C:34]([F:37])([F:36])[F:35])[CH:20]=3)=[CH:16][N:15]=2)[CH2:4][O:3]1. Procedure details: The synthesis of 2,5-substituted thiazoles is described in Scheme 9. Reaction of the desired alcohol para-methoxybenzyl alcohol (PMB-OH) with substituted 4-fluoroacetophenone 1 afforded the acetophenone intermediate 2. Acetophenone intermediate 2 was then converted to the corresponding bromo-acetophenone using Bu4NBr3 which, upon reaction with NaN3, provided the azido-acetophenone intermediate. Hydrogenation of the azido-acetophenone intermediate afforded amine 3, followed by coupling with ortho... Reactants: C(=O)(O)[O-].[Na+] (NaHCO3), N1=C(C=CC=C1C)C (2,6-lutidine), [Cl-] (chloride), ClCCOC=1C=C(C=CC1OC(F)F)CO[Si](C(C)C)(C(C)C)C(C)C (3-(2-Chloro)ethoxy-4-difluoromethoxy-1-(triisopropylsilyloxy)methylbenzene), O(S(=O)(=O)C(F)(F)F)[Si](C(C)C)(C(C)C)C(C)C (Triisopropylsilyl triflate), [OH-].[Na+] (NaOH), NH4OAc. Reagents/catalysts: [N+](CCCC)(CCCC)(CCCC)CCCC.[O-]S(=O)(=O)O (Bu4NHSO4). Run in C1=CC=CC=C1 (benzene), CCOCC (Ether). Reaction conditions: time 3 hour. Yields the product C(=C)OC=1C=C(C=CC1OC(F)F)CO[Si](C(C)C)(C(C)C)C(C)C (3-Ethenyloxy-4-difluoromethoxy-1-(triisopropylsilyloxy)methylbenzene). Reaction SMILES: [Cl-].Cl[CH2:3][CH2:4][O:5][C:6]1[CH:7]=[C:8]([CH2:16][O:17][Si:18]([CH:25]([CH3:27])[CH3:26])([CH:22]([CH3:24])[CH3:23])[CH:19]([CH3:21])[CH3:20])[CH:9]=[CH:10][C:11]=1[O:12][CH:13]([F:15])[F:14].[OH-].[Na+].N1C(C)=CC=CC=1C.O([Si](C(C)C)(C(C)C)C(C)C)S(C(F)(F)F)(=O)=O.C([O-])(O)=O.[Na+]>[N+](CCCC)(CCCC)(CCCC)CCCC.[O-]S(O)(=O)=O.C1C=CC=CC=1.CCOCC>[CH:4]([O:5][C:6]1[CH:7]=[C:8]([CH2:16][O:17][Si:18]([CH:22]([CH3:24])[CH3:23])([CH:19]([CH3:21])[CH3:20])[CH:25]([CH3:26])[CH3:27])[CH:9]=[CH:10][C:11]=1[O:12][CH:13]([F:14])[F:15])=[CH2:3] |f:2.3,6.7,8.9|. Procedure details: A mixture of the chloride, 3-(2-Chloro)ethoxy-4-difluoromethoxy-1-(triisopropylsilyloxy)methylbenzene, from Step 2 (124 g, 303 mmol), 10N NaOH (300 mL, 3.03 mol) and Bu4NHSO4 (102 g, 303 mmol) in benzene (1.3 L) was heated at 65° C. for 4.5 h. The mixture was cooled to room temperature and was partitioned with 25% aq. NH4OAc (5 mL). The aqueous phase was extracted with ether (2×) and the combined organics were washed with brine, dried (Na2SO4) and concentrated. The residual oil was dissolved in ... Starting materials: Cl.C(C)(C)NCC(=O)C1=CC(=C(C=C1)O)O (3,4-dihydroxyphenyl isopropylaminomethyl ketone hydrochloride), C(CCCCCCCCC=CCC=CCCCC)(=O)Cl (10,13-octadecadienoyl chloride). Yields the product C(C)(C)NCC(=O)C1=CC(=C(C=C1)OC(CCCCCCCCC=CCC=CCCCC)=O)O (3-hydroxy-4-(10,13-octadecadienoyloxy)phenyl isopropylaminomethyl ketone). As a reaction SMILES: Cl.[CH:2]([NH:5][CH2:6][C:7]([C:9]1[CH:14]=[CH:13][C:12]([OH:15])=[C:11]([OH:16])[CH:10]=1)=[O:8])([CH3:4])[CH3:3].[C:17](Cl)(=[O:35])[CH2:18][CH2:19][CH2:20][CH2:21][CH2:22][CH2:23][CH2:24][CH2:25][CH:26]=[CH:27][CH2:28][CH:29]=[CH:30][CH2:31][CH2:32][CH2:33][CH3:34]>>[CH:2]([NH:5][CH2:6][C:7]([C:9]1[CH:14]=[CH:13][C:12]([O:15][C:17](=[O:35])[CH2:18][CH2:19][CH2:20][CH2:21][CH2:22][CH2:23][CH2:24][CH2:25][CH:26]=[CH:27][CH2:28][CH:29]=[CH:30][CH2:31][CH2:32][CH2:33][CH3:34])=[C:11]([OH:16])[CH:10]=1)=[O:8])([CH3:4])[CH3:3] |f:0.1|. Reported procedure: Following the procedure described above in Example 58A but using 3,4-dihydroxyphenyl isopropylaminomethyl ketone hydrochloride instead of 3,4-dihydroxyphenyl tert-butylaminomethyl ketone hydrochloride and 10,13-octadecadienoyl chloride instead of isovaleryl chloride, there is obtained 3-hydroxy-4-(10,13-octadecadienoyloxy)phenyl isopropylaminomethyl ketone; and by interaction of this base with methanesulfonic acid there is obtained the methanesulfonate salt. When this methanesulfonate is reduced... The reactants are C(C)(C)(C)OC(NC1=C(C=C(C(=C1)N(CC)CC)Cl)[N+](=O)[O-])=O ([4-chloro-5-(diethyl-amino)-2-nitro-phenyl]-carbamic acid tert-butyl ester), O.O.Cl[Sn]Cl (SnCl2.2H2O). Product: C(C)(C)(C)OC(NC1=C(C=C(C(=C1)N(CC)CC)Cl)N)=O ([2-Amino-4-chloro-5-(diethyl-amino)-phenyl]-carbamic acid tert-butyl ester), solid. As a reaction SMILES: [C:1]([O:5][C:6](=[O:23])[NH:7][C:8]1[CH:13]=[C:12]([N:14]([CH2:17][CH3:18])[CH2:15][CH3:16])[C:11]([Cl:19])=[CH:10][C:9]=1[N+:20]([O-])=O)([CH3:4])([CH3:3])[CH3:2].O.O.Cl[Sn]Cl>>[C:1]([O:5][C:6](=[O:23])[NH:7][C:8]1[CH:13]=[C:12]([N:14]([CH2:17][CH3:18])[CH2:15][CH3:16])[C:11]([Cl:19])=[CH:10][C:9]=1[NH2:20])([CH3:2])([CH3:4])[CH3:3] |f:1.2.3|. Procedure: The title compound was prepared from [4-chloro-5-(diethyl-amino)-2-nitro-phenyl]-carbamic acid tert-butyl ester (Example C7) (2.25 g, 6.54 mmol) by reduction with SnCl2.2H2O according to the general procedure J (method b). Obtained as an orange solid (1.55 g).